Dataset: the Open Reaction Database (ORD), a public repository of structured organic reaction records. Task: describe an organic reaction: reactants, conditions, products, and yield Starting materials: O=C([O-])[O-], CN(C)C=O, Fc1ccc(C2CC(CI)CO2)cc1, [K+], [K+], O=c1[nH]c2cc(Cl)ccc2n1C1CCNCC1, O. Product: O=c1[nH]c2cc(Cl)ccc2n1C1CCN(CC2COC(c3ccc(F)cc3)C2)CC1. RXN SMILES: [C:32](=[O:33])([O-:34])[O-:35].[CH3:39][N:40]([CH3:41])[CH:42]=[O:43].[F:1][c:2]1[cH:3][cH:4][c:5]([CH:8]2[O:9][CH2:10][CH:11]([CH2:13][I:14])[CH2:12]2)[cH:6][cH:7]1.[K+:36].[K+:37].[NH:15]1[CH2:16][CH2:17][CH:18]([n:21]2[c:22](=[O:31])[nH:23][c:24]3[c:25]2[cH:26][cH:27][c:28]([Cl:30])[cH:29]3)[CH2:19][CH2:20]1.[OH2:38]>>[F:1][c:2]1[cH:3][cH:4][c:5]([CH:8]2[O:9][CH2:10][CH:11]([CH2:13][N:15]3[CH2:16][CH2:17][CH:18]([n:21]4[c:22](=[O:31])[nH:23][c:24]5[c:25]4[cH:26][cH:27][c:28]([Cl:30])[cH:29]5)[CH2:19][CH2:20]3)[CH2:12]2)[cH:6][cH:7]1. The reactants are CC1(C)CCc2cc(OB([O-])[O-])ccc2O1, CN(Cc1ccc(NC(=O)C2=Cc3cc(Br)ccc3S(=O)(=O)CC2)cc1)C1CCOCC1, O=C([O-])[O-], CCO, [K+], [K+], O, Cc1ccccc1. Product: CN(Cc1ccc(NC(=O)C2=Cc3cc(-c4ccc5c(c4)CCC(C)(C)O5)ccc3S(=O)(=O)CC2)cc1)C1CCOCC1. Reaction SMILES: [B:33]([O-:34])([O-:47])[O:48][c:35]1[cH:36][cH:37][c:38]2[c:39]([cH:46]1)[CH2:40][CH2:41][C:42]([CH3:44])([CH3:45])[O:43]2.[Br:1][c:2]1[cH:3][cH:4][c:5]2[c:6]([cH:32]1)[CH:7]=[C:8]([C:14](=[O:15])[NH:16][c:17]1[cH:18][cH:19][c:20]([CH2:23][N:24]([CH:25]3[CH2:26][CH2:27][O:28][CH2:29][CH2:30]3)[CH3:31])[cH:21][cH:22]1)[CH2:9][CH2:10][S:11]2(=[O:12])=[O:13].[C:49](=[O:50])([O-:51])[O-:52].[CH2:56]([OH:57])[CH3:58].[K+:53].[K+:54].[OH2:55].[c:59]1([CH3:60])[cH:61][cH:62][cH:63][cH:64][cH:65]1>>[c:2]1(-[c:35]2[cH:36][cH:37][c:38]3[c:39]([cH:46]2)[CH2:40][CH2:41][C:42]([CH3:44])([CH3:45])[O:43]3)[cH:3][cH:4][c:5]2[c:6]([cH:32]1)[CH:7]=[C:8]([C:14](=[O:15])[NH:16][c:17]1[cH:18][cH:19][c:20]([CH2:23][N:24]([CH:25]3[CH2:26][CH2:27][O:28][CH2:29][CH2:30]3)[CH3:31])[cH:21][cH:22]1)[CH2:9][CH2:10][S:11]2(=[O:12])=[O:13].